From a dataset of the Open Reaction Database (ORD), a public repository of structured organic reaction records. describe an organic reaction: reactants, conditions, products, and yield Starting materials: ClC=1C=C(C=CC1OC(C)C)C1=NC(=NS1)C=1C(=C(C=CC1)CC1CCN(CC1)CCC(=O)OCC)CC (ethyl 3-(4-{[3-(5-{3-chloro-4-[(1-methylethyl)oxy]phenyl}-1,2,4-thiadiazol-3-yl)-2-ethylphenyl]methyl}-1-piperidinyl)propanoate), [OH-].[Na+] (NaOH). The solvent is C(C)(C)O (Isopropanol), O (Water). Run at temperature 90 celsius. Product: ClC=1C=C(C=CC1OC(C)C)C1=NC(=NS1)C=1C(=C(C=CC1)CC1CCN(CC1)CCC(=O)O)CC (3-(4-{[3-(5-{3-chloro-4-[(1-methylethyl)oxy]phenyl}-1,2,4-thiadiazol-3-yl)-2-ethylphenyl]methyl}-1-piperidinyl)propanoic acid). The yield is 13.9%. As a reaction SMILES: [Cl:1][C:2]1[CH:3]=[C:4]([C:12]2[S:16][N:15]=[C:14]([C:17]3[C:18]([CH2:37][CH3:38])=[C:19]([CH2:23][CH:24]4[CH2:29][CH2:28][N:27]([CH2:30][CH2:31][C:32]([O:34]CC)=[O:33])[CH2:26][CH2:25]4)[CH:20]=[CH:21][CH:22]=3)[N:13]=2)[CH:5]=[CH:6][C:7]=1[O:8][CH:9]([CH3:11])[CH3:10].[OH-].[Na+]>C(O)(C)C.O>[Cl:1][C:2]1[CH:3]=[C:4]([C:12]2[S:16][N:15]=[C:14]([C:17]3[C:18]([CH2:37][CH3:38])=[C:19]([CH2:23][CH:24]4[CH2:25][CH2:26][N:27]([CH2:30][CH2:31][C:32]([OH:34])=[O:33])[CH2:28][CH2:29]4)[CH:20]=[CH:21][CH:22]=3)[N:13]=2)[CH:5]=[CH:6][C:7]=1[O:8][CH:9]([CH3:11])[CH3:10] |f:1.2|. Procedure: To a solution of ethyl 3-(4-{[3-(5-{3-chloro-4-[(1-methylethyl)oxy]phenyl}-1,2,4-thiadiazol-3-yl)-2-ethylphenyl]methyl}-1-piperidinyl)propanoate (D141) (0.63 g, 1.133 mmol) in Isopropanol (5 mL) and Water (5.00 mL) was added NaOH (2.266 mL, 1.133 mmol). The reaction solution was heated to 90° C. for 1 hour. The solvent was evaporated in vacuo and the residue was acidified to pH=2-3, extracted with ethyl acetate, washed with water, dried and purified by Mass Directed AutoPrep to afford 3-(4-{[3-(...